This data is from the Open Reaction Database (ORD), a public repository of structured organic reaction records. The task is: describe an organic reaction: reactants, conditions, products, and yield Reactants: BrC=1C=C(C=CC1)NC1=NC=NC2=CC=C(C=C12)N (N-(3-bromophenyl)-4,6-quinazolindiamine), ClC(=O)OCC(C)C (Isobutyl chloroformate), CN1CCOCC1 (N-methylmorpholine), ice, CN1CCN(CC1)CC#CC(=O)O (4-(4-methyl-piperazin-1-yl)-but-2-ynoic acid). Solvent: N1=CC=CC=C1 (pyridine), O1CCCC1 (tetrahydrofuran). Reaction conditions: time 30 minute. Yields the product BrC=1C=C(C=CC1)NC1=NC=NC2=CC=C(C=C12)NC(C#CCN1CCN(CC1)C)=O (4-(4-methyl-piperazin-1-yl) -but-2-ynoic acid [4-(3-bromo-phenylamino)-quinazolin-6-yl]-amide). The yield is 25.9%. RXN SMILES: ClC(OCC(C)C)=O.CN1CCOCC1.[CH3:16][N:17]1[CH2:22][CH2:21][N:20]([CH2:23][C:24]#[C:25][C:26]([OH:28])=O)[CH2:19][CH2:18]1.[Br:29][C:30]1[CH:31]=[C:32]([NH:36][C:37]2[C:46]3[C:41](=[CH:42][CH:43]=[C:44]([NH2:47])[CH:45]=3)[N:40]=[CH:39][N:38]=2)[CH:33]=[CH:34][CH:35]=1>N1C=CC=CC=1.O1CCCC1>[Br:29][C:30]1[CH:31]=[C:32]([NH:36][C:37]2[C:46]3[C:41](=[CH:42][CH:43]=[C:44]([NH:47][C:26](=[O:28])[C:25]#[C:24][CH2:23][N:20]4[CH2:19][CH2:18][N:17]([CH3:16])[CH2:22][CH2:21]4)[CH:45]=3)[N:40]=[CH:39][N:38]=2)[CH:33]=[CH:34][CH:35]=1. Procedure details: Isobutyl chloroformate (0.905 g, 6.6 mmol) and N-methylmorpholine (1.550 g, 15.3 mmol) were added to an ice cold solution of 1.900 g (10.71 mmol) of 4-(4-methyl-piperazin-1-yl)-but-2-ynoic acid in l50 mL of tetrahydrofuran under nitrogen. After stirring for 30 min, a solution of 1.500 g of N-(3-bromophenyl)-4,6-quinazolindiamine in 12 mL of pyridine was added and the mixture was stirred for 2 hr at 0° C. The reaction was then quenched with ice water, then it was poured into saturated sodium bica... Starting materials: BrC=1C=C2C(=CC(=NC2=CC1)C=1OC=CC1)C(=O)NC=1C=NC=CC1 (6-bromo-2-(furan-2-yl)-N-(pyridin-3-yl)quinoline-4-carboxamide), NC1=NC=CC=C1 (2-aminopyridine). Solvent: C(C)(=O)OCC (ethyl acetate), C1(=CC=CC=C1)C (toluene). Conditions: temperature 90 celsius. The product is O1C(=CC=C1)C1=NC2=CC=C(C=C2C(=C1)C(=O)NC=1C=NC=CC1)NC1=NC=CC=C1 (2-(furan-2-yl)-6-(pyridin-2-ylamino)-N-(pyridin-3-yl)quinoline-4-carboxamide). The yield is 18.1%. RXN SMILES: Br[C:2]1[CH:3]=[C:4]2[C:9](=[CH:10][CH:11]=1)[N:8]=[C:7]([C:12]1[O:13][CH:14]=[CH:15][CH:16]=1)[CH:6]=[C:5]2[C:17]([NH:19][C:20]1[CH:21]=[N:22][CH:23]=[CH:24][CH:25]=1)=[O:18].[NH2:26][C:27]1[CH:32]=[CH:31][CH:30]=[CH:29][N:28]=1>C1(C)C=CC=CC=1.C(OCC)(=O)C>[O:13]1[CH:14]=[CH:15][CH:16]=[C:12]1[C:7]1[CH:6]=[C:5]([C:17]([NH:19][C:20]2[CH:21]=[N:22][CH:23]=[CH:24][CH:25]=2)=[O:18])[C:4]2[C:9](=[CH:10][CH:11]=[C:2]([NH:26][C:27]3[CH:32]=[CH:31][CH:30]=[CH:29][N:28]=3)[CH:3]=2)[N:8]=1. Procedure: 6-bromo-2-(furan-2-yl)-N-(pyridin-3-yl)quinoline-4-carboxamide (prepared as described above, 0.080 g) was added to a sealed tube and dissolved in toluene (5 ml). The vessel was purged with argon for 5 minutes, and 2-aminopyridine (0.029 g, 1.50 eq.) was then added. The vessel was purged with argon for an additional 5 minutes, cesium carbonate (0.200 g) was added, and the tube was purged with argon for an additional 15 minutes. DavePhos (2-(2-dicyclohexylphosphanylphenyl)-N,N-dimethylaniline, 0.0... Reactants: [N+](=O)([O-])C=1C=C2C(=NC1)NN=C2NC(C)=O (N-(5-nitro-1H-pyrazolo[3,4-b]pyridin-3-yl)acetamide), Cl (HCl). Solvent: CCO (EtOH). Conditions: temperature 85 celsius. Product: Cl.[N+](=O)([O-])C=1C=C2C(=NC1)NN=C2N (5-nitro-1H-pyrazolo[3,4-b]pyridin-3-amine hydrochloride). Yield: 96.6%. Reaction SMILES: [N+:1]([C:4]1[CH:5]=[C:6]2[C:12]([NH:13]C(=O)C)=[N:11][NH:10][C:7]2=[N:8][CH:9]=1)([O-:3])=[O:2].[ClH:17]>CCO>[ClH:17].[N+:1]([C:4]1[CH:5]=[C:6]2[C:12]([NH2:13])=[N:11][NH:10][C:7]2=[N:8][CH:9]=1)([O-:3])=[O:2] |f:3.4|. Procedure: A mixture of N-(5-nitro-1H-pyrazolo[3,4-b]pyridin-3-yl)acetamide (530 mg, 2.40 mmol), EtOH (2.4 mL, 1M) and concentrated HCl (37%) (2.5 mL, 68.6 mmol) was heated to 85° C. for 3 hours. The volatiles were removed to afford 5-nitro-1H-pyrazolo[3,4-b]pyridin-3-amine hydrochloride (500 mg, 97% yield) as a solid. The reactants are CC1(C)C(=O)N(Br)C(=O)N1Br, O=C([O-])O, CCCCCCCCCCCC(=O)OOC(=O)CCCCCCCCCCC, CC(=O)OC1CC2=CCC3C4CCC(C(C)C=CC(C)C(C)C)C4(C)CCC3C2(C)C(OC(C)=O)C1, CCCCCC, CCCCOC(C)=O, [Na+], Cc1ccc2ccccc2n1. The product is CC(=O)OC1CC2=CC=C3C4CCC(C(C)C=CC(C)C(C)C)C4(C)CCC3C2(C)C(OC(C)=O)C1. As a reaction SMILES: [Br:1][N:2]1[C:3]([CH3:4])([CH3:5])[C:6](=[O:7])[N:8]([Br:9])[C:10]1=[O:11].[C:12](=[O:13])([OH:14])[O-:15].[C:17]([O:18][O:19][C:20](=[O:21])[CH2:22][CH2:23][CH2:24][CH2:25][CH2:26][CH2:27][CH2:28][CH2:29][CH2:30][CH2:31][CH3:32])(=[O:33])[CH2:34][CH2:35][CH2:36][CH2:37][CH2:38][CH2:39][CH2:40][CH2:41][CH2:42][CH2:43][CH3:44].[C:45]([CH3:46])(=[O:47])[O:48][CH:49]1[CH2:50][CH:51]([O:77][C:78]([CH3:79])=[O:80])[CH2:52][C:53]2=[CH:54][CH2:55][CH:56]3[CH:57]4[CH2:58][CH2:59][CH:60]([CH:61]([CH:62]=[CH:63][CH:64]([CH:65]([CH3:66])[CH3:67])[CH3:68])[CH3:69])[C:70]4([CH3:76])[CH2:71][CH2:72][CH:73]3[C:74]12[CH3:75].[CH3:92][CH2:93][CH2:94][CH2:95][CH2:96][CH3:97].[CH3:98][CH2:99][CH2:100][CH2:101][O:102][C:103](=[O:104])[CH3:105].[Na+:16].[n:81]1[c:82]2[c:83]([cH:84][cH:85][cH:86][cH:87]2)[cH:88][cH:89][c:90]1[CH3:91]>>[C:45]([CH3:46])(=[O:47])[O:48][CH:49]1[CH2:50][CH:51]([O:77][C:78]([CH3:79])=[O:80])[CH2:52][C:53]2=[CH:54][CH:55]=[C:56]3[CH:57]4[CH2:58][CH2:59][CH:60]([CH:61]([CH:62]=[CH:63][CH:64]([CH:65]([CH3:66])[CH3:67])[CH3:68])[CH3:69])[C:70]4([CH3:76])[CH2:71][CH2:72][CH:73]3[C:74]12[CH3:75]. The reactants are C(C1=CC=CC=C1)OC(NCC=1C(=NOC1C1=CC=C(C=C1)Br)C)=O ([5-(4-bromo-phenyl)-3-methyl-isoxazol-4-ylmethyl]-carbamic acid benzyl ester), C(=O)(O)C=1C=C(C=CC1)B(O)O (3-carboxyphenylboronic acid). Product: C(C1=CC=CC=C1)OC(=O)NCC=1C(=NOC1C1=CC=C(C=C1)C1=CC(=CC=C1)C(=O)O)C (4′-[4-(Benzyloxycarbonylamino-methyl)-3-methyl-isoxazol-5-yl]-biphenyl-3-carboxylic acid). As a reaction SMILES: [CH2:1]([O:8][C:9](=[O:25])[NH:10][CH2:11][C:12]1[C:13]([CH3:24])=[N:14][O:15][C:16]=1[C:17]1[CH:22]=[CH:21][C:20](Br)=[CH:19][CH:18]=1)[C:2]1[CH:7]=[CH:6][CH:5]=[CH:4][CH:3]=1.[C:26]([C:29]1[CH:30]=[C:31](B(O)O)[CH:32]=[CH:33][CH:34]=1)([OH:28])=[O:27]>>[CH2:1]([O:8][C:9]([NH:10][CH2:11][C:12]1[C:13]([CH3:24])=[N:14][O:15][C:16]=1[C:17]1[CH:22]=[CH:21][C:20]([C:33]2[CH:32]=[CH:31][CH:30]=[C:29]([C:26]([OH:28])=[O:27])[CH:34]=2)=[CH:19][CH:18]=1)=[O:25])[C:2]1[CH:7]=[CH:6][CH:5]=[CH:4][CH:3]=1. Procedure details: Prepared according to the procedure described in Example 108, Step 2, using [5-(4-bromo-phenyl)-3-methyl-isoxazol-4-ylmethyl]-carbamic acid benzyl ester and 3-carboxyphenylboronic acid. Reactants: Cl.CN(CCCN=C=NCC)C (N-[3-(dimethylamino)propyl]-N′-ethylcarbodiimide hydrochloride), NC1=C(C(=CC=C1)Br)O (2-amino-6-bromophenol), N1(CCOCC1)C=1N=C(NC(C1)=O)CC(=O)[O-].[Na+] (sodium [4-(morpholin-4-yl)-6-oxo-1,6-dihydropyrimidin-2-yl]acetate). Run at time 20 hour. RXN SMILES: Cl.CN(C)CCCN=C=NCC.[NH2:13][C:14]1[CH:19]=[CH:18][CH:17]=[C:16]([Br:20])[C:15]=1[OH:21].[N:22]1([C:28]2[N:29]=[C:30]([CH2:35][C:36]([O-])=[O:37])[NH:31][C:32](=[O:34])[CH:33]=2)[CH2:27][CH2:26][O:25][CH2:24][CH2:23]1.[Na+]>N1C=CC=CC=1>[Br:20][C:16]1[C:15]([OH:21])=[C:14]([NH:13][C:36](=[O:37])[CH2:35][C:30]2[NH:31][C:32](=[O:34])[CH:33]=[C:28]([N:22]3[CH2:27][CH2:26][O:25][CH2:24][CH2:23]3)[N:29]=2)[CH:19]=[CH:18][CH:17]=1 |f:0.1,3.4|. Procedure: 600 mg of N-[3-(dimethylamino)propyl]-N′-ethylcarbodiimide hydrochloride and 550 mg of 2-amino-6-bromophenol are added to a solution of 500 mg of sodium [4-(morpholin-4-yl)-6-oxo-1,6-dihydropyrimidin-2-yl]acetate prepared in stage 2 of example 1, in 4 ml of pyridine. The reaction mixture is stirred at ambient temperature for 20 hours, and then concentrated under reduced pressure. Water and ethyl acetate are added and the resulting mixture is thus stirred for 30 minutes. The precipitate formed is... Isolated yield 69.3%. The solvent is N1=CC=CC=C1 (pyridine). Product: BrC=1C(=C(C=CC1)NC(CC=1NC(C=C(N1)N1CCOCC1)=O)=O)O (N-(3-bromo-2-hydroxyphenyl)-2-[4-(morpholin-4-yl)-6-oxo-1,6-dihydropyrimidin-2-yl]acetamide).